Dataset: the Open Reaction Database (ORD), a public repository of structured organic reaction records. Task: describe an organic reaction: reactants, conditions, products, and yield Product: C=Cc1ccc(C(=O)OC)c(N)n1. The reactants are COC(=O)c1ccc(Cl)nc1N, CCOC(C)=O, C=C[Sn](CCCC)(CCCC)CCCC, O, Cc1ccccc1C, c1ccc(P(c2ccccc2)(c2ccccc2)[Pd](P(c2ccccc2)(c2ccccc2)c2ccccc2)(P(c2ccccc2)(c2ccccc2)c2ccccc2)P(c2ccccc2)(c2ccccc2)c2ccccc2)cc1. As a reaction SMILES: [CH3:1][O:2][C:3]([c:4]1[c:5]([NH2:11])[n:6][c:7]([Cl:10])[cH:8][cH:9]1)=[O:12].[CH3:29][CH2:30][O:31][C:32](=[O:33])[CH3:34].[CH:13](=[CH2:14])[Sn:15]([CH2:16][CH2:17][CH2:18][CH3:19])([CH2:20][CH2:21][CH2:22][CH3:23])[CH2:24][CH2:25][CH2:26][CH3:27].[OH2:28].[c:35]1([CH3:36])[c:37]([CH3:38])[cH:39][cH:40][cH:41][cH:42]1.[cH:43]1[cH:44][cH:45][c:46]([P:47]([Pd:48]([P:49]([c:50]2[cH:51][cH:52][cH:53][cH:54][cH:55]2)([c:56]2[cH:57][cH:58][cH:59][cH:60][cH:61]2)[c:62]2[cH:63][cH:64][cH:65][cH:66][cH:67]2)([P:68]([c:69]2[cH:70][cH:71][cH:72][cH:73][cH:74]2)([c:75]2[cH:76][cH:77][cH:78][cH:79][cH:80]2)[c:81]2[cH:82][cH:83][cH:84][cH:85][cH:86]2)[P:87]([c:88]2[cH:89][cH:90][cH:91][cH:92][cH:93]2)([c:94]2[cH:95][cH:96][cH:97][cH:98][cH:99]2)[c:100]2[cH:101][cH:102][cH:103][cH:104][cH:105]2)([c:106]2[cH:107][cH:108][cH:109][cH:110][cH:111]2)[c:112]2[cH:113][cH:114][cH:115][cH:116][cH:117]2)[cH:118][cH:119]1>>[CH3:1][O:2][C:3]([c:4]1[c:5]([NH2:11])[n:6][c:7]([CH:13]=[CH2:14])[cH:8][cH:9]1)=[O:12]. Reactants: solution, B(Cl)(Cl)Cl (boron trichloride), Cl (hydrochloric acid), Cl (hydrochloric acid), solution, B(Br)(Br)Br (boron tribromide), BrC1=CC(=C(C=C1)Cl)CC1=CC=C(C=C1)OCC (4-bromo-1-chloro-2-(4-ethoxy-benzyl)-benzene). Run in ClCCl (dichloromethane), ClCCl (dichloromethane), ClCCl (dichloromethane). Run at time 30 minute. Product: BrC=1C=CC(=C(CC2=CC=C(C=C2)O)C1)Cl (4-(5-bromo-2-chloro-benzyl)-phenol). Isolated yield 98.5%. RXN SMILES: [Br:1][C:2]1[CH:7]=[CH:6][C:5]([Cl:8])=[C:4]([CH2:9][C:10]2[CH:15]=[CH:14][C:13]([O:16]CC)=[CH:12][CH:11]=2)[CH:3]=1.B(Cl)(Cl)Cl.Cl.B(Br)(Br)Br>ClCCl>[Br:1][C:2]1[CH:7]=[CH:6][C:5]([Cl:8])=[C:4]([CH:3]=1)[CH2:9][C:10]1[CH:15]=[CH:14][C:13]([OH:16])=[CH:12][CH:11]=1. Reported procedure: To a solution of 4-bromo-1-chloro-2-(4-ethoxy-benzyl)-benzene (10.0 g, 30.71 mmol) in dichloromethane (40.0 mL) cooled to 0 degrees Celsius under nitrogen was added drop-wise over 30 minutes a 1M solution of boron trichloride in dichloromethane (34 mL, 34.0 mmol). After the addition was complete, the reaction was allowed to warm to room temperature overnight (˜16 hours). The reaction mixture was cooled to 0 degrees Celsius and an aqueous solution of 1N hydrochloric acid was added. The resulting ... Reactants: COC1=CC=C2C=C(C(OC2=C1CCC)=O)C(=O)O (7-Methoxy-2-oxo-8-propyl-2H-chromene-3-carboxylic acid), C(C)(C)N(CC)C(C)C (diisopropyl ethyl amine), CCCP(=O)=O (propylphosphonic anhydride), C(C)(=O)OCC (ethyl acetate), solution, NC1=C(C=C(C=C1)S(=O)(=O)N)C (4-Amino-3-methylbenzenesulfonamide). The solvent is C(Cl)Cl (CH2Cl2), C(Cl)Cl (CH2Cl2). Reaction conditions: time 30 minute. Yields the product NS(=O)(=O)C1=CC(=C(C=C1)NC(=O)C=1C(OC2=C(C(=CC=C2C1)OC)CCC)=O)C (N-[4-(Aminosulfonyl)-2-methylphenyl]-7-methoxy-2-oxo-8-propyl-2H-chromene-3-carboxamide). Reaction SMILES: [CH3:1][O:2][C:3]1[C:12]([CH2:13][CH2:14][CH3:15])=[C:11]2[C:6]([CH:7]=[C:8]([C:17]([OH:19])=O)[C:9](=[O:16])[O:10]2)=[CH:5][CH:4]=1.C(N(C(C)C)CC)(C)C.CCCP(=O)=O.C(OCC)(=O)C.[NH2:41][C:42]1[CH:47]=[CH:46][C:45]([S:48]([NH2:51])(=[O:50])=[O:49])=[CH:44][C:43]=1[CH3:52]>C(Cl)Cl>[NH2:51][S:48]([C:45]1[CH:46]=[CH:47][C:42]([NH:41][C:17]([C:8]2[C:9](=[O:16])[O:10][C:11]3[C:6]([CH:7]=2)=[CH:5][CH:4]=[C:3]([O:2][CH3:1])[C:12]=3[CH2:13][CH2:14][CH3:15])=[O:19])=[C:43]([CH3:52])[CH:44]=1)(=[O:49])=[O:50]. Reported procedure: To a solution of Intermediate 1 (0.10 g, 0.381 mmol) in CH2Cl2 (5.0 mL) was added diisopropyl ethyl amine (0.1 mL, 0.572 mmol) and a 50% solution of propylphosphonic anhydride in ethyl acetate (0.340 mL, 0.572 mmol). The mixture was stirred for 30 minutes at room temperature. 4-Amino-3-methylbenzenesulfonamide [CAS # 53297-70-4] (0.071 g, 0.381 mmol) was added to the reaction mixture at room temperature and stirred overnight. The reaction mixture was then poured onto ice water (25 mL) and CH2Cl2... Starting materials: ClB(Cl)Cl, CCCC[N+](CCCC)(CCCC)CCCC, ClCCl, [I-], C=CCOc1cc(C#N)cc(-c2nc(-c3ccccn3)no2)c1. Yields the product N#Cc1cc(O)cc(-c2nc(-c3ccccn3)no2)c1. RXN SMILES: [B:24]([Cl:25])([Cl:26])[Cl:27].[CH2:29]([N+:30]([CH2:31][CH2:32][CH2:33][CH3:34])([CH2:35][CH2:36][CH2:37][CH3:38])[CH2:39][CH2:40][CH2:41][CH3:42])[CH2:43][CH2:44][CH3:45].[Cl:46][CH2:47][Cl:48].[I-:28].[n:1]1[c:2](-[c:7]2[n:8][o:9][c:10](-[c:12]3[cH:13][c:14]([O:20][CH2:21][CH:22]=[CH2:23])[cH:15][c:16]([C:18]#[N:19])[cH:17]3)[n:11]2)[cH:3][cH:4][cH:5][cH:6]1>>[n:1]1[c:2](-[c:7]2[n:8][o:9][c:10](-[c:12]3[cH:13][c:14]([OH:20])[cH:15][c:16]([C:18]#[N:19])[cH:17]3)[n:11]2)[cH:3][cH:4][cH:5][cH:6]1. Reactants: COC(=O)C(CO)NC(=O)OCC1c2ccccc2-c2ccccc21, NC(COC1(c2ccccc2)c2ccccc2-c2ccc(F)cc21)C(=O)O, OC1(c2ccccc2)c2ccccc2-c2ccc(F)cc21. Product: NC(COC1(c2ccccc2)c2ccccc2-c2ccccc21)C(=O)O. As a reaction SMILES: [CH3:49][O:50][C:51](=[O:52])[CH:53]([CH2:54][OH:55])[NH:56][C:57]([O:58][CH2:59][CH:60]1[c:61]2[cH:62][cH:63][cH:64][cH:65][c:66]2-[c:67]2[c:68]1[cH:69][cH:70][cH:71][cH:72]2)=[O:73].[F:1][c:2]1[cH:3][c:4]2[c:12]([cH:13][cH:14]1)-[c:11]1[c:6]([cH:7][cH:8][cH:9][cH:10]1)[C:5]2([c:15]1[cH:16][cH:17][cH:18][cH:19][cH:20]1)[O:21][CH2:22][CH:23]([NH2:24])[C:25](=[O:26])[OH:27].[F:28][c:29]1[cH:30][cH:31][c:32]2[c:47]([cH:48]1)[C:39]([c:40]1[cH:41][cH:42][cH:43][cH:44][cH:45]1)([OH:46])[c:34]1[c:33]-2[cH:38][cH:37][cH:36][cH:35]1>>[cH:2]1[cH:3][c:4]2[c:12]([cH:13][cH:14]1)-[c:11]1[c:6]([cH:7][cH:8][cH:9][cH:10]1)[C:5]2([c:15]1[cH:16][cH:17][cH:18][cH:19][cH:20]1)[O:21][CH2:22][CH:23]([NH2:24])[C:25](=[O:26])[OH:27].